From a dataset of the Open Reaction Database (ORD), a public repository of structured organic reaction records. describe an organic reaction: reactants, conditions, products, and yield The reactants are O=C1N(C=C(C(N1)=O)C#N)C1=CC(=CC=C1)C(F)(F)F (2,4-dioxo-1-(3-(trifluoromethyl)phenyl)-1,2,3,4-tetrahydropyrimidin-5-carbonitrile), O.N (ammonia water). Solvent: Br (hydrobromic acid). Reaction conditions: temperature 0 celsius. Product: FC(C=1C=C(C=CC1)N1C(NC(C=C1)=O)=O)(F)F (1-(3-(trifluoromethyl)phenyl)pyrimidin-2,4(1H,3H)-dione). Isolated yield 86.1%. RXN SMILES: [O:1]=[C:2]1[NH:7][C:6](=[O:8])[C:5](C#N)=[CH:4][N:3]1[C:11]1[CH:16]=[CH:15][CH:14]=[C:13]([C:17]([F:20])([F:19])[F:18])[CH:12]=1.O.N>Br>[F:20][C:17]([F:18])([F:19])[C:13]1[CH:12]=[C:11]([N:3]2[CH:4]=[CH:5][C:6](=[O:8])[NH:7][C:2]2=[O:1])[CH:16]=[CH:15][CH:14]=1 |f:1.2|. Reported procedure: 2,4-Dioxo-1-(3-(trifluoromethyl)phenyl)-1,2,3,4-tetrahydropyrimidin-5-carbonitrile (prepared in Reference Example 112) (22.7 g) was suspended in hydrobromic acid (48%, 220 ml) and the resulting mixture was stirred with heating under reflux for ten hours. The resulting mixture was cooled to 0° C. and to the reaction solutions was then added 28% ammonia water (145 ml) dropwise, and the precipitated solids were collected by filtration and washed with water to afford 1-(3-(trifluoromethyl)phenyl)pyr... The reactants are FC=1C=C(C=C(C1)F)CC(=O)N[C@@H](C(C)C)C(=O)OC (Methyl N-[(3,5-difluorophenyl)acetyl]-L-valinate), Cl.CN[C@@H](CCSC)C(=O)O (methyl-L-methionine hydrochloride). Product: FC=1C=C(C=C(C1)F)CC(=O)N[C@@H](CCSC)C(=O)OC (Methyl N-[(3,5-difluorophenyl)acetyl]-L-methioninate). Reaction SMILES: [F:1][C:2]1[CH:3]=[C:4]([CH2:9][C:10]([NH:12][C@H:13]([C:17]([O:19][CH3:20])=[O:18])[CH:14](C)[CH3:15])=[O:11])[CH:5]=[C:6]([F:8])[CH:7]=1.Cl.CN[C@H](C(O)=O)C[CH2:26][S:27]C>>[F:1][C:2]1[CH:3]=[C:4]([CH2:9][C:10]([NH:12][C@H:13]([C:17]([O:19][CH3:20])=[O:18])[CH2:14][CH2:15][S:27][CH3:26])=[O:11])[CH:5]=[C:6]([F:8])[CH:7]=1 |f:1.2|. Procedure: A method similar to that used for the preparation of (107a) was used except that methyl-L-methionine hydrochloride (214 mg) was used instead of methyl-L-valinate hydrochloride to afford the desired product (300 mg). 1H NMR (300 MHz, CDCl3) δ 1.178 (t, 3H, J=7 Hz), 1.93 (m, 2H), 2.02 (s, 3H), 2.51 (m, 2H), 3.53 (s, 2H), 4.38 (m, 1H), 7.07 (m, 3H), 8.54 (d, 1H, J=8 Hz). LC/MS: 2.28 min.